describe an organic reaction: reactants, conditions, products, and yield From a dataset of the Open Reaction Database (ORD), a public repository of structured organic reaction records. Starting materials: C(C)(=O)O (acetic acid), CC1(N2C(C(C2CCO1)N=[N+]=[N-])=O)C (2,2-dimethyl-7-azido-1-aza-3-oxa-bicyclo[4,2,0]octane-8-one). Run in O (water). Conditions: temperature 60 celsius, time 4 hour. Yields the product N(=[N+]=[N-])C1C(NC1CCO)=O (3-azido-4-hydroxyethyl-2-azetidinone). Isolated yield 22.5%. As a reaction SMILES: C(O)(=O)C.CC1(C)[O:13][CH2:12][CH2:11][CH:10]2[N:7]1[C:8](=[O:17])[CH:9]2[N:14]=[N+:15]=[N-:16]>O>[N:14]([CH:9]1[CH:10]([CH2:11][CH2:12][OH:13])[NH:7][C:8]1=[O:17])=[N+:15]=[N-:16]. Reported procedure: To a mixture of 8 ml of acetic acid and 2 ml of water is added 1.0 g of 2,2-dimethyl-7-azido-1-aza-3-oxa-bicyclo[4,2,0]octane-8-one (1:4 cis-trans mixture) and the mixture is stirred at 60° C. for 4 hours and concentrated to dryness. Tetrahydrofuran (15 ml) is added and the insoluble matter is filtered off. The filtrate is concentrated to dryness and the residue is dissolved in a small amount of chloroform and subjected to column chromatography using silica gel (20 g), elution being carried out ... Starting materials: ClCCOC=C (1-chloro-2-(ethenyloxy)ethane), Br.Br.FC1=CC=C(C=C1)CN1C(=NC2=C1C=CC=C2)NC2CCNCC2 (1-(4-fluorophenylmethyl)-N-(4-piperidinyl)-1H-benzimidazol-2-amine dihydrobromide), C([O-])([O-])=O.[Na+].[Na+] (sodium carbonate), [I-].[K+] (potassium iodide). The solvent is CN(C=O)C (N,N-dimethylformamide). Conditions: temperature 70 celsius. Yields the product C(=C)OCCN1CCC(CC1)NC1=NC2=C(N1CC1=CC=C(C=C1)F)C=CC=C2 (N-[1-[2-(ethenyloxy)ethyl]-4-piperidinyl]-1-(4-fluorophenylmethyl)-1H-benzimidazol-2-amine). Isolated yield 32.0%. As a reaction SMILES: Cl[CH2:2][CH2:3][O:4][CH:5]=[CH2:6].Br.Br.[F:9][C:10]1[CH:15]=[CH:14][C:13]([CH2:16][N:17]2[C:21]3[CH:22]=[CH:23][CH:24]=[CH:25][C:20]=3[N:19]=[C:18]2[NH:26][CH:27]2[CH2:32][CH2:31][NH:30][CH2:29][CH2:28]2)=[CH:12][CH:11]=1.C(=O)([O-])[O-].[Na+].[Na+].[I-].[K+]>CN(C)C=O>[CH:5]([O:4][CH2:3][CH2:2][N:30]1[CH2:31][CH2:32][CH:27]([NH:26][C:18]2[N:17]([CH2:16][C:13]3[CH:14]=[CH:15][C:10]([F:9])=[CH:11][CH:12]=3)[C:21]3[CH:22]=[CH:23][CH:24]=[CH:25][C:20]=3[N:19]=2)[CH2:28][CH2:29]1)=[CH2:6] |f:1.2.3,4.5.6,7.8|. Procedure: A mixture of 1.6 parts of 1-chloro-2-(ethenyloxy)ethane, 7.3 parts of 1-(4-fluorophenylmethyl)-N-(4-piperidinyl)-1H-benzimidazol-2-amine dihydrobromide, 3.1 parts of sodium carbonate, 0.1 parts of potassium iodide and 135 parts of N,N-dimethylformamide was stirred and heated overnight at 70° C. The reaction mixture was poured onto water and the product was extracted with 4-methyl-2-pentanone. The extract was dried, filtered and evaporated. The residue was purified by column chromatography over s... Starting materials: ice water, NC1=CC=C2C(=CN(C2=C1)C1CCC1)C#N (6-amino-1-cyclobutyl-3-cyanoindole), BrCCOCCBr (bromoethylether), CCN(C(C)C)C(C)C (DIEA). Run in CN(C)C=O (DMF). Reaction conditions: temperature 90 celsius, time 8 hour. Product: C1(CCC1)N1C=C(C2=CC=C(C=C12)N1CCOCC1)C#N (1-cyclobutyl-6-morpholin-4-yl-1H-indole-3-carbonitrile). Isolated yield 85.4%. As a reaction SMILES: [NH2:1][C:2]1[CH:10]=[C:9]2[C:5]([C:6]([C:15]#[N:16])=[CH:7][N:8]2[CH:11]2[CH2:14][CH2:13][CH2:12]2)=[CH:4][CH:3]=1.Br[CH2:18][CH2:19][O:20][CH2:21][CH2:22]Br.CCN(C(C)C)C(C)C>CN(C=O)C>[CH:11]1([N:8]2[C:9]3[C:5](=[CH:4][CH:3]=[C:2]([N:1]4[CH2:22][CH2:21][O:20][CH2:19][CH2:18]4)[CH:10]=3)[C:6]([C:15]#[N:16])=[CH:7]2)[CH2:14][CH2:13][CH2:12]1. Procedure details: A mixture of 6-amino-1-cyclobutyl-3-cyanoindole (4.60 g, 21.8 mmol), bromoethylether (6.07 g, 26.16 mmol), DIEA (10.79 mL, 65.4 mmol) in DMF (100 mL) was stirred at 90° C. overnight and then poured into ice-water (1.0 L). The precipitate was filtered, washed with water, and purified on silica gel (CH2Cl2/EtOAc, 9:1) to provide 1-cyclobutyl-6-morpholin-4-yl-1H-indole-3-carbonitrile (5.24 g, 85%).